From a dataset of the Open Reaction Database (ORD), a public repository of structured organic reaction records. describe an organic reaction: reactants, conditions, products, and yield Starting materials: CO, [Na+], [OH-], CCOC(Cc1ccc(OCCN2c3ccccc3Sc3ccccc32)cc1)C(=O)OC. The product is CCOC(Cc1ccc(OCCN2c3ccccc3Sc3ccccc32)cc1)C(=O)O. As a reaction SMILES: [CH3:35][OH:36].[Na+:34].[OH-:33].[cH:1]1[cH:2][cH:3][cH:4][c:5]2[c:14]1[N:13]([CH2:15][CH2:16][O:17][c:18]1[cH:19][cH:20][c:21]([CH2:24][CH:25]([C:26](=[O:27])[O:28][CH3:29])[O:30][CH2:31][CH3:32])[cH:22][cH:23]1)[c:12]1[c:7]([cH:8][cH:9][cH:10][cH:11]1)[S:6]2>>[cH:1]1[cH:2][cH:3][cH:4][c:5]2[c:14]1[N:13]([CH2:15][CH2:16][O:17][c:18]1[cH:19][cH:20][c:21]([CH2:24][CH:25]([C:26](=[O:27])[OH:28])[O:30][CH2:31][CH3:32])[cH:22][cH:23]1)[c:12]1[c:7]([cH:8][cH:9][cH:10][cH:11]1)[S:6]2.